Dataset: the Open Reaction Database (ORD), a public repository of structured organic reaction records. Task: describe an organic reaction: reactants, conditions, products, and yield Starting materials: OC(CC(=O)OC(C)(C)C)CCCCCCCCCCCCCCC (tert-Butyl 3-hydroxyoctadecanoate), acid chloride, C(CCCCCCCCCCCCCCC)(=O)O (hexadecanoic acid). The product is C(CCCCCCCCCCCCCCC)(=O)OC(CC(=O)OC(C)(C)C)CCCCCCCCCCCCCCC (tert-butyl 3-hexadecanoyloxyoctadecanoate). The yield is 96.5%. As a reaction SMILES: [OH:1][CH:2]([CH2:11][CH2:12][CH2:13][CH2:14][CH2:15][CH2:16][CH2:17][CH2:18][CH2:19][CH2:20][CH2:21][CH2:22][CH2:23][CH2:24][CH3:25])[CH2:3][C:4]([O:6][C:7]([CH3:10])([CH3:9])[CH3:8])=[O:5].[C:26](O)(=[O:42])[CH2:27][CH2:28][CH2:29][CH2:30][CH2:31][CH2:32][CH2:33][CH2:34][CH2:35][CH2:36][CH2:37][CH2:38][CH2:39][CH2:40][CH3:41]>>[C:26]([O:1][CH:2]([CH2:11][CH2:12][CH2:13][CH2:14][CH2:15][CH2:16][CH2:17][CH2:18][CH2:19][CH2:20][CH2:21][CH2:22][CH2:23][CH2:24][CH3:25])[CH2:3][C:4]([O:6][C:7]([CH3:8])([CH3:9])[CH3:10])=[O:5])(=[O:42])[CH2:27][CH2:28][CH2:29][CH2:30][CH2:31][CH2:32][CH2:33][CH2:34][CH2:35][CH2:36][CH2:37][CH2:38][CH2:39][CH2:40][CH3:41]. Procedure details: tert-Butyl 3-hydroxyoctadecanoate (1.068 g) was acylated by the acid chloride derived from hexadecanoic acid (3.84 g) according to similar manner to that of Preparation 1-(2) to give an oil of tert-butyl 3-hexadecanoyloxyoctadecanoate (1.72 g).